Task: describe an organic reaction: reactants, conditions, products, and yield. Dataset: the Open Reaction Database (ORD), a public repository of structured organic reaction records The reactants are [OH-].[Na+] (sodium hydroxide), Br.Cl.C(C1=CC=CC=C1)(=O)OC=1C=2CC3=C(N=C(S3)CC=3N=CNC3)C2C=CC1 (7-benzoyloxy-2-(4-imidazolylmethyl)-8H-indeno[1,2-d]thiazole hydrochloride-hydrobromide). Run in CO (methanol). Conditions: time 30 minute. Yields the product OC=1C=2CC3=C(N=C(S3)CC=3N=CNC3)C2C=CC1 (7-hydroxy-2-(4-imidazolylmethyl)-8H-indeno[1,2-d]thiazole). The yield is 39.2%. Reaction SMILES: [OH-].[Na+].Br.Cl.C([O:13][C:14]1[C:15]2[CH2:16][C:17]3[S:21][C:20]([CH2:22][C:23]4[N:24]=[CH:25][NH:26][CH:27]=4)=[N:19][C:18]=3[C:28]=2[CH:29]=[CH:30][CH:31]=1)(=O)C1C=CC=CC=1>CO>[OH:13][C:14]1[C:15]2[CH2:16][C:17]3[S:21][C:20]([CH2:22][C:23]4[N:24]=[CH:25][NH:26][CH:27]=4)=[N:19][C:18]=3[C:28]=2[CH:29]=[CH:30][CH:31]=1 |f:0.1,2.3.4|. Procedure details: 1 ml of a 5N aqueous sodium hydroxide solution was added to a solution of 0.358 g of 7-benzoyloxy-2-(4-imidazolylmethyl)-8H-indeno[1,2-d]thiazole hydrochloride-hydrobromide obtained in Example 27a in methanol (10 ml), and the mixture was stirred at room temperature for 30 minutes. After evaporation of the solvent, the residue was acidified with 1N hydrochloric acid, neutralized with sodium bicarbonate and then extracted with chloroform-methanol. The organic layer was dried over anhydrous magnesi... Starting materials: ClC1=C(C(=CC=C1)C)NC(CC(C)=O)=O (N-(2-chloro-6-methylphenyl)-3-oxo-butanamide), CN(N)C (N,N-dimethylhydrazine), raw materials. Product: ClC1=C(C(=CC=C1)C)NC(=O)C1=C(OC(=CC1=O)C)C (N-(2-Chloro-6-methylphenyl)-2,6-dimethyl-4-oxo-4H-pyran-3-carboxamide). Yield: 45.0%. As a reaction SMILES: [Cl:1][C:2]1[CH:7]=[CH:6][CH:5]=[C:4]([CH3:8])[C:3]=1[NH:9][C:10](=[O:15])[CH2:11][C:12](=[O:14])[CH3:13].CN(C)N>>[Cl:1][C:2]1[CH:7]=[CH:6][CH:5]=[C:4]([CH3:8])[C:3]=1[NH:9][C:10]([C:11]1[C:10](=[O:15])[CH:11]=[C:12]([CH3:13])[O:14][C:12]=1[CH3:13])=[O:15]. Procedure: The title compound was prepared from N-(2-chloro-6-methylphenyl)-3-oxo-butanamide and N,N-dimethylhydrazine as the raw materials in a similar manner to the method described in Example 2. (Yield: 45%). Reactants: Cl (hydrochloric acid), ClCCCC(C(=O)NNC(=O)OC(C)(C)C)C1=CC(=CC=C1)F (tert-butyl N′-[5-chloro-2-(3-fluorophenyl)pentanoyl]hydrazinecarboxylate). Solvent: C(C)(=O)OCC (ethyl acetate). Reaction conditions: time 2 hour. The product is Cl.ClCCCC(C(=O)NN)C1=CC(=CC=C1)F (5-chloro-2-(3-fluorophenyl)pentanoic acid hydrazide hydrochloride). RXN SMILES: Cl.[Cl:2][CH2:3][CH2:4][CH2:5][CH:6]([C:18]1[CH:23]=[CH:22][CH:21]=[C:20]([F:24])[CH:19]=1)[C:7]([NH:9][NH:10]C(OC(C)(C)C)=O)=[O:8]>C(OCC)(=O)C>[ClH:2].[Cl:2][CH2:3][CH2:4][CH2:5][CH:6]([C:18]1[CH:23]=[CH:22][CH:21]=[C:20]([F:24])[CH:19]=1)[C:7]([NH:9][NH2:10])=[O:8] |f:3.4|. Reported procedure: A solution of 4 N hydrochloric acid in ethyl acetate (12.1 mL) was added to tert-butyl N′-[5-chloro-2-(3-fluorophenyl)pentanoyl]hydrazinecarboxylate (711 mg), and the reaction solution was stirred at room temperature for two hours. The reaction solution was concentrated under reduced pressure to obtain a crude product of 5-chloro-2-(3-fluorophenyl)pentanoic acid hydrazide hydrochloride. A solution of ethyl (E)-3-[3-methoxy-4-(4-methyl-1H-imidazol-1-yl)phenyl]acrylimidate dihydrochloride (576 mg)... The product is FC1=CC=C(C=C1)C(=C(C=CC=O)C=1N=NN(N1)COCCOC)C1=CC=C(C=C1)F (5,5-Bis(4-fluorophenyl)-4-[2-(2-methoxyethoxy)methyl-2H-tetrazol-5-yl]-2,4-pentadienal). Reaction SMILES: [F:1][C:2]1[CH:7]=[CH:6][C:5]([C:8]([C:23]2[CH:28]=[CH:27][C:26]([F:29])=[CH:25][CH:24]=2)=[C:9]([C:12]2[N:13]=[N:14][N:15]([CH2:17][O:18][CH2:19][CH2:20][O:21][CH3:22])[N:16]=2)C=O)=[CH:4][CH:3]=1.C1(P(=[CH:49][CH:50]=[O:51])(C2C=CC=CC=2)C2C=CC=CC=2)C=CC=CC=1.[CH:52]1C=CC=CC=1>>[F:1][C:2]1[CH:7]=[CH:6][C:5]([C:8]([C:23]2[CH:24]=[CH:25][C:26]([F:29])=[CH:27][CH:28]=2)=[C:9]([C:12]2[N:13]=[N:14][N:15]([CH2:17][O:18][CH2:19][CH2:20][O:21][CH3:22])[N:16]=2)[CH:52]=[CH:49][CH:50]=[O:51])=[CH:4][CH:3]=1. Procedure details: A solution of 3,3-bis(4-fluorophenyl)-2-[2-(2-methoxyethoxy)methyl-2H-tetrazol-5-yl]-2-propenal (1.4 g, 3.5 mmoles) and triphenylphosphoranylideneacetaldehyde (1.3 g, 4.3 mmoles) [isolated in Example 69, Step A] in 25 mL of benzene was heated at reflux temperature for 12 hours. The reaction mixture was evaporated under reduced pressure and the residue purified by column chromatography on silica gel eluting with 20% (v/v) ethyl acetate in hexane to give 0.9 g of the title compound as an oil. MS (... Reactants: FC1=CC=C(C=C1)C(=C(C=O)C=1N=NN(N1)COCCOC)C1=CC=C(C=C1)F (3,3-bis(4-fluorophenyl)-2-[2-(2-methoxyethoxy)methyl-2H-tetrazol-5-yl]-2-propenal), C1(=CC=CC=C1)P(C1=CC=CC=C1)(C1=CC=CC=C1)=CC=O (triphenylphosphoranylideneacetaldehyde), C1=CC=CC=C1 (benzene).